From a dataset of the Open Reaction Database (ORD), a public repository of structured organic reaction records. describe an organic reaction: reactants, conditions, products, and yield The reactants are NS(N)(=O)=O, C1COCCO1, NCC1Oc2ccccc2O1. The product is NS(=O)(=O)NCC1Oc2ccccc2O1. Reaction SMILES: [NH2:12][S:13]([NH2:14])(=[O:15])=[O:16].[O:17]1[CH2:18][CH2:19][O:20][CH2:21][CH2:22]1.[O:1]1[CH:2]([CH2:10][NH2:11])[O:3][c:4]2[c:5]1[cH:6][cH:7][cH:8][cH:9]2>>[O:1]1[CH:2]([CH2:10][NH:11][S:13]([NH2:12])(=[O:15])=[O:16])[O:3][c:4]2[c:5]1[cH:6][cH:7][cH:8][cH:9]2.